Dataset: the Open Reaction Database (ORD), a public repository of structured organic reaction records. Task: describe an organic reaction: reactants, conditions, products, and yield The reactants are O1CCN(CC1)C=1C=2N(C(=CN1)C=1C=CC(=NC1)N1CCN(CC1)C(=O)OC(C)(C)C)C=C(N2)NC(=O)C2=NC1=CC=CC=C1C=C2 (tert-Butyl 4-(5-(8-morpholino-2-(quinoline-2-carboxamido)imidazo[1,2-a]pyrazin-5-yl)pyridin-2-yl)piperazine-1-carboxylate), C(Cl)Cl (DCM). Solvent: C(=O)(C(F)(F)F)O (TFA), CO (MeOH), CO (MeOH). Conditions: time 1 hour. The product is Cl.O1CCN(CC1)C=1C=2N(C(=CN1)C=1C=NC(=CC1)N1CCNCC1)C=C(N2)NC(=O)C2=NC1=CC=CC=C1C=C2 (N-(8-Morpholino-5-(6-(piperazin-1-yl)pyridin-3-yl)imidazo[1,2-a]pyrazin-2-yl)quinoline-2-carboxamide hydrochloric acid salt). Reaction SMILES: [O:1]1[CH2:6][CH2:5][N:4]([C:7]2[C:8]3[N:9]([CH:32]=[C:33]([NH:35][C:36]([C:38]4[CH:47]=[CH:46][C:45]5[C:40](=[CH:41][CH:42]=[CH:43][CH:44]=5)[N:39]=4)=[O:37])[N:34]=3)[C:10]([C:13]3[CH:14]=[CH:15][C:16]([N:19]4[CH2:24][CH2:23][N:22](C(OC(C)(C)C)=O)[CH2:21][CH2:20]4)=[N:17][CH:18]=3)=[CH:11][N:12]=2)[CH2:3][CH2:2]1.C(Cl)[Cl:49]>C(O)(C(F)(F)F)=O.CO>[ClH:49].[O:1]1[CH2:6][CH2:5][N:4]([C:7]2[C:8]3[N:9]([CH:32]=[C:33]([NH:35][C:36]([C:38]4[CH:47]=[CH:46][C:45]5[C:40](=[CH:41][CH:42]=[CH:43][CH:44]=5)[N:39]=4)=[O:37])[N:34]=3)[C:10]([C:13]3[CH:18]=[N:17][C:16]([N:19]4[CH2:20][CH2:21][NH:22][CH2:23][CH2:24]4)=[CH:15][CH:14]=3)=[CH:11][N:12]=2)[CH2:3][CH2:2]1 |f:4.5|. Procedure details: To a solution of compound 21d (170 mg, 0.26 mmol) in DCM (6.8 mL), TFA (2.2 mL) was added. The resulting mixture was stirred at rt for 1 h and concentrated under reduced pressure. The residue obtained was dissolved in MeOH (20 mL) and passed through a MeOH pre-washed Bio-Rad AG-2X8 Cl-exchange column (50 g). The eluent was concentrated and dried under reduced pressure to obtain the title compound 125. 1H-NMR (400 MHz, DMSO-d6) δ (ppm): 11.11 (s, 1H), 9.19 (br. s., 2H), 8.66 (d, J=8.2 Hz, 1H), 8....